Dataset: the Open Reaction Database (ORD), a public repository of structured organic reaction records. Task: describe an organic reaction: reactants, conditions, products, and yield Reactants: ClC=1C(=C(C=CC1C#N)NC(C)=O)C (N-(3-chloro-4-cyano-2-methylphenyl)acetamide). Run in Cl.CCO (HCl EtOH). Product: NC1=C(C(=C(C#N)C=C1)Cl)C (4-amino-2-chloro-3-methylbenzonitrile). Isolated yield 59.5%. RXN SMILES: [Cl:1][C:2]1[C:3]([CH3:14])=[C:4]([NH:10]C(=O)C)[CH:5]=[CH:6][C:7]=1[C:8]#[N:9]>Cl.CCO>[NH2:10][C:4]1[CH:5]=[CH:6][C:7]([C:8]#[N:9])=[C:2]([Cl:1])[C:3]=1[CH3:14] |f:1.2|. Procedure: A solution of N-(3-chloro-4-cyano-2-methylphenyl)acetamide (25 g, 0.119 mol) in 250 mL of concentrated HCl/EtOH (1:1) was refluxed 2 hrs. The EtOH was concentrated and ethyl acetate was added to the residue and the aqueous layer was neutralized with addition of saturated NaHCO3 solution. The organic layer was separated and dried over Na2SO4 and concentrated to give the crude aniline which was further purified by column chromatography using DCM as a solvent to yield the title compound (11.8 g, 60... Yields the product C1(=CC=CC=C1)CN1CCC(CC1)N1C(NC2=C1C=CC=C2)=NC(OC)=O (methyl {1,3-dihydro-1-[1-(phenylmethyl)-4-piperidinyl]-2H-benzimidazol-2-ylidene}carbamate). Run in ClC(Cl)Cl (trichloromethane). Reaction SMILES: [C:1]1([CH2:7][N:8]2[CH2:13][CH2:12][CH:11]([NH:14][C:15]3[C:16]([NH2:21])=[CH:17][CH:18]=[CH:19][CH:20]=3)[CH2:10][CH2:9]2)[CH:6]=[CH:5][CH:4]=[CH:3][CH:2]=1.N=CO[CH2:25][NH:26][C:27](=[O:30])[O:28][CH3:29].C(O)(=O)C>ClC(Cl)Cl>[C:1]1([CH2:7][N:8]2[CH2:13][CH2:12][CH:11]([N:14]3[C:15]4[CH:20]=[CH:19][CH:18]=[CH:17][C:16]=4[NH:21][C:25]3=[N:26][C:27](=[O:30])[O:28][CH3:29])[CH2:10][CH2:9]2)[CH:2]=[CH:3][CH:4]=[CH:5][CH:6]=1. Reactants: C1(=CC=CC=C1)CN1CCC(CC1)NC=1C(=CC=CC1)N (N-[1-(phenylmethyl)-4-piperidinyl]-1,2-benzenediamine), N=COCNC(OC)=O (methyl (iminomethoxymethyl)carbamate), C(C)(=O)O (acetic acid). Procedure: A mixture of 5 parts of N-[1-(phenylmethyl)-4-piperidinyl]-1,2-benzenediamine, 2.35 parts of methyl (iminomethoxymethyl)carbamate, 5 parts of acetic acid and 75 parts of trichloromethane is stirred and refluxed for 48 hours. The reaction mixture is evaporated and the residue is taken up in water. The solution is neutralized with ammonium hydroxide solution. The precipitated product is purified by column-chromatography over silica gel using a mixture of trichloromethane and methanol (95:5 by volu...